This data is from the Open Reaction Database (ORD), a public repository of structured organic reaction records. The task is: describe an organic reaction: reactants, conditions, products, and yield Starting materials: C1CCNCC1, CN(C)C=O, CSc1sc(C(=N)NC(=O)OC(C)(C)C)cc1S(=O)(=O)c1cccc(-c2c(C)cccc2NC(=O)CCCCCCCCCCNC(=O)OCC2c3ccccc3-c3ccccc32)c1. Product: CSc1sc(C(=N)NC(=O)OC(C)(C)C)cc1S(=O)(=O)c1cccc(-c2c(C)cccc2NC(=O)CCCCCCCCCCN)c1. Reaction SMILES: [CH2:1]1[CH2:2][CH2:3][NH:4][CH2:5][CH2:6]1.[O:71]=[CH:72][N:73]([CH3:74])[CH3:75].[cH:7]1[c:8]2[c:20]([cH:21][cH:22][cH:70]1)-[c:15]1[c:14]([cH:19][cH:18][cH:17][cH:16]1)[CH:9]2[CH2:10][O:11][C:12](=[O:13])[NH:23][CH2:24][CH2:25][CH2:26][CH2:27][CH2:28][CH2:29][CH2:30][CH2:31][CH2:32][CH2:33][C:34]([NH:35][c:36]1[c:37](-[c:43]2[cH:44][c:45]([S:49](=[O:50])(=[O:51])[c:52]3[c:53]([S:67][CH3:68])[s:54][c:55]([C:57](=[NH:58])[NH:59][C:60](=[O:61])[O:62][C:63]([CH3:64])([CH3:65])[CH3:66])[cH:56]3)[cH:46][cH:47][cH:48]2)[c:38]([CH3:42])[cH:39][cH:40][cH:41]1)=[O:69]>>[NH2:23][CH2:24][CH2:25][CH2:26][CH2:27][CH2:28][CH2:29][CH2:30][CH2:31][CH2:32][CH2:33][C:34]([NH:35][c:36]1[c:37](-[c:43]2[cH:44][c:45]([S:49](=[O:50])(=[O:51])[c:52]3[c:53]([S:67][CH3:68])[s:54][c:55]([C:57](=[NH:58])[NH:59][C:60](=[O:61])[O:62][C:63]([CH3:64])([CH3:65])[CH3:66])[cH:56]3)[cH:46][cH:47][cH:48]2)[c:38]([CH3:42])[cH:39][cH:40][cH:41]1)=[O:69]. Starting materials: O=C(CCCCl)NCC=CCOc1cc(CN2CCCCC2)ccn1, Sc1nncs1. Product: O=C(CCCSc1nncs1)NCC=CCOc1cc(CN2CCCCC2)ccn1. Reaction SMILES: [N:1]1([CH2:7][c:8]2[cH:9][c:10]([O:14][CH2:15][CH:16]=[CH:17][CH2:18][NH:19][C:20]([CH2:21][CH2:22][CH2:23][Cl:24])=[O:25])[n:11][cH:12][cH:13]2)[CH2:2][CH2:3][CH2:4][CH2:5][CH2:6]1.[SH:26][c:27]1[s:28][cH:29][n:30][n:31]1>>[N:1]1([CH2:7][c:8]2[cH:9][c:10]([O:14][CH2:15][CH:16]=[CH:17][CH2:18][NH:19][C:20]([CH2:21][CH2:22][CH2:23][S:26][c:27]3[s:28][cH:29][n:30][n:31]3)=[O:25])[n:11][cH:12][cH:13]2)[CH2:2][CH2:3][CH2:4][CH2:5][CH2:6]1.